From a dataset of the Open Reaction Database (ORD), a public repository of structured organic reaction records. describe an organic reaction: reactants, conditions, products, and yield Yields the product C(C)OC1=NC=CC(=C1C=1C=CC=2C3=C(C(NC2C1)=O)C=NN3C3CCOCC3)C (7-(2-ethoxy-4-methylpyridin-3-yl)-1-(tetrahydro-2H-pyran-4-yl)-1H-pyrazolo[4,3-c]quinolin-4(5H)-one). Starting materials: COC1=C(CN2C(C3=C(C=4C=CC(=CC24)C=2C(=NC=CC2C)OCC)N(N=C3)C3CCOCC3)=O)C=CC(=C1)OC (5-(2,4-dimethoxybenzyl)-7-(2-ethoxy-4-methylpyridin-3-yl)-1-(tetrahydro-2H-pyran-4-yl)-1H-pyrazolo[4,3-c]quinolin-4(5H)-one). Solvent: C(=O)(C(F)(F)F)O (TFA). RXN SMILES: COC1C=C(OC)C=CC=1C[N:6]1[C:15]2[CH:14]=[C:13]([C:16]3[C:17]([O:23][CH2:24][CH3:25])=[N:18][CH:19]=[CH:20][C:21]=3[CH3:22])[CH:12]=[CH:11][C:10]=2[C:9]2[N:26]([CH:29]3[CH2:34][CH2:33][O:32][CH2:31][CH2:30]3)[N:27]=[CH:28][C:8]=2[C:7]1=[O:35]>C(O)(C(F)(F)F)=O>[CH2:24]([O:23][C:17]1[C:16]([C:13]2[CH:12]=[CH:11][C:10]3[C:9]4[N:26]([CH:29]5[CH2:34][CH2:33][O:32][CH2:31][CH2:30]5)[N:27]=[CH:28][C:8]=4[C:7](=[O:35])[NH:6][C:15]=3[CH:14]=2)=[C:21]([CH3:22])[CH:20]=[CH:19][N:18]=1)[CH3:25]. Procedure details: [5-(2,4-dimethoxybenzyl)-4-oxo-1-(tetrahydro-2H-pyran-4-yl)-4,5-dihydro-1H-pyrazolo[4,3-c]quinolin-7-yl]boronic acid obtained in Preparation Example 1 (70 mg) was dissolved in 1,4-dioxane (4 mL). 3-bromo-2-ethoxy-4-methylpyridine obtained in Preparation Example 44 (49 mg), Pd(PPh3)4 (8.7 mg), cesium carbonate (148 mg) and water (1 mL) were added to the solution, and the mixture was reacted using a microwave reactor at 130° C. for two hours. The reaction mixture was returned to room temperature a... Run at temperature 65 celsius, time 2 hour. The yield is 42.4%. Reactants: CCN=C=S, CCO, Cc1nc[nH]c1CSCCN. Product: CCNC(=S)NCCSCc1[nH]cnc1C. RXN SMILES: [CH2:12]([CH3:13])[N:14]=[C:15]=[S:16].[CH3:17][CH2:18][OH:19].[CH3:1][c:2]1[n:3][cH:4][nH:5][c:6]1[CH2:7][S:8][CH2:9][CH2:10][NH2:11]>>[CH3:1][c:2]1[n:3][cH:4][nH:5][c:6]1[CH2:7][S:8][CH2:9][CH2:10][NH:11][C:15]([NH:14][CH2:12][CH3:13])=[S:16]. The reactants are ClC1=CC=C(OCC(C(C)(C)C)=O)C=C1 (1-(4-chlorophenoxy)-3,3-dimethyl-butan-2-one), S(=O)(=O)(Cl)Cl (sulphuryl chloride). The solvent is C(Cl)(Cl)(Cl)Cl (carbon tetrachloride). Product: ClC1=CC=C(OC(C(C(C)(C)C)=O)Cl)C=C1 (1-(4-Chlorophenoxy)-1-chloro-3,3-dimethyl-butan-2-one). RXN SMILES: [Cl:1][C:2]1[CH:15]=[CH:14][C:5]([O:6][CH2:7][C:8](=[O:13])[C:9]([CH3:12])([CH3:11])[CH3:10])=[CH:4][CH:3]=1.S(Cl)([Cl:19])(=O)=O>C(Cl)(Cl)(Cl)Cl>[Cl:1][C:2]1[CH:15]=[CH:14][C:5]([O:6][CH:7]([Cl:19])[C:8](=[O:13])[C:9]([CH3:11])([CH3:12])[CH3:10])=[CH:4][CH:3]=1. Procedure details: 22.7 g (0.1 mole) of 1-(4-chlorophenoxy)-3,3-dimethyl-butan-2-one in 100 ml of carbon tetrachloride were warmed to 60° C. 16.2 g (0.12 mole) of sulphuryl chloride were added dropwise to this solution, without further warming, at a rate such that continuous evolution of gas took place. When the addition had ended, the mixture was stirred under reflux and was then concentrated by distilling off the solvent in vacuo. 1-(4-Chlorophenoxy)-1-chloro-3,3-dimethyl-butan-2-one was obtained in quantitative... Starting materials: C(C)(C)C1=CC=C2C=3C=CN=CC3NC2=C1 (7-Isopropyl-β-carboline), Cl (HCl). Run in C(Cl)Cl (methylene chloride), CCOCC (ether). The product is Cl.C(C)(C)C1=CC=C2C=3C=CN=CC3NC2=C1 (7-isopropyl-β-carboline hydrochloride). RXN SMILES: [CH:1]([C:4]1[CH:16]=[C:15]2[C:7]([C:8]3[CH:9]=[CH:10][N:11]=[CH:12][C:13]=3[NH:14]2)=[CH:6][CH:5]=1)([CH3:3])[CH3:2].[ClH:17]>C(Cl)Cl.CCOCC>[ClH:17].[CH:1]([C:4]1[CH:16]=[C:15]2[C:7]([C:8]3[CH:9]=[CH:10][N:11]=[CH:12][C:13]=3[NH:14]2)=[CH:6][CH:5]=1)([CH3:3])[CH3:2] |f:4.5|. Reported procedure: The above product was treated with hydrazine hydrate (1 ml) in EtOH (4 ml) and water (1 ml) and stirred at RT overnight. After concentrating the reaction to an aqueous mixture, the product was extracted with methylene chloride (3 times). The combined organic solution was dried (MgSO4) and concentrated. The residue was redissolved in methylene chloride and treated with 1M HCl in ether. The precipitate was collected and washed with ether and hexane and dried to provide 102 mg of 6-isopropyltryptam... Starting materials: C12CN(CC(CC1)N2)C(=O)OC(C)(C)C (tert-Butyl 3,8-diazabicyclo[3.2.1]octane-3-carboxylate), BrC1=NC=CC=C1Cl (2-bromo-3-chloropyridine), C([O-])([O-])=O.[K+].[K+] (potassium carbonate). Solvent: CN(C=O)C (N,N-dimethylformamide), C(C)(=O)OCC (ethyl acetate). Reaction conditions: temperature 120 celsius, time 48 hour. Product: ClC=1C(=NC=CC1)N1C2CN(CC1CC2)C(=O)OC(C)(C)C (tert-butyl 8-(3-chloro-2-pyridinyl)-3,8-diazabicyclo[3.2.1]octane-3-carboxylate). Reaction SMILES: [CH:1]12[NH:8][CH:5]([CH2:6][CH2:7]1)[CH2:4][N:3]([C:9]([O:11][C:12]([CH3:15])([CH3:14])[CH3:13])=[O:10])[CH2:2]2.Br[C:17]1[C:22]([Cl:23])=[CH:21][CH:20]=[CH:19][N:18]=1.C(=O)([O-])[O-].[K+].[K+]>CN(C)C=O.C(OCC)(=O)C>[Cl:23][C:22]1[C:17]([N:8]2[CH:5]3[CH2:6][CH2:7][CH:1]2[CH2:2][N:3]([C:9]([O:11][C:12]([CH3:15])([CH3:14])[CH3:13])=[O:10])[CH2:4]3)=[N:18][CH:19]=[CH:20][CH:21]=1 |f:2.3.4|. Procedure: tert-Butyl 3,8-diazabicyclo[3.2.1]octane-3-carboxylate (454 mg, 2.36 mmol) and 2-bromo-3-chloropyridine (418 mg, 1.97 mmol) were combined in dry N,N-dimethylformamide (10 mL) and treated with potassium carbonate (408 mg, 2.95 mmol). After stirring at 120° C. for 48 hours, the mixture was allowed to cool to room temperature, diluted with ethyl acetate, filtered, and the filtrate was concentrated under reduced pressure. The residue was purified by chromatography on silica gel (4:1, hexanes:ethyl a... The product is CNCC/C=C/1\C2=CC=CC=C2COC3=CC=CC=C31 ((E)-Desmethyldoxepin), (E)-Doxepin maleate. Reactants: CN(C)CCC=C1C=2C=CC=CC2COC3=C1C=CC=C3.Cl (doxepin hydrochloride), CN(C)CCC=C1C=2C=CC=CC2COC3=C1C=CC=C3.Cl (Doxepin hydrochloride), C(\C=C/C(=O)O)(=O)O (maleic acid), [OH-].[Na+] (NaOH). Conditions: time 8 hour. As a reaction SMILES: [CH3:1][N:2]([CH2:4][CH2:5][CH:6]=[C:7]1[C:17]2[CH:18]=[CH:19][CH:20]=[CH:21][C:16]=2[O:15][CH2:14][C:13]2[CH:12]=[CH:11][CH:10]=[CH:9][C:8]1=2)C.Cl.[OH-].[Na+].C(O)(=O)/C=C\C(O)=O>O.CCO>[CH3:1][NH:2][CH2:4][CH2:5]/[CH:6]=[C:7]1\[C:8]2[C:13]([CH2:14][O:15][C:16]3[C:17]\1=[CH:18][CH:19]=[CH:20][CH:21]=3)=[CH:12][CH:11]=[CH:10][CH:9]=2 |f:0.1,2.3|. Solvent: CCO (EtOH), O (H2O), CCO (EtOH). Procedure details: (E)-Desmethyldoxepin is prepared from doxepin hydrochloride as follows. Doxepin hydrochloride (E/Z=85/15) (55.0 g, 0.174 mol) is dissolved in 600 mL H2O, made basic with 6M NaOH, and extracted with CHCl3 (3×600 mL). The CHCl3 extracts are combined, dried over Na2SO4, and solvent removed in vacuo. The resulting oil is dissolved in 250 mL EtOH, then 21.15 g (0.182 mol) of maleic acid dissolved in 100 mL EtOH is added slowly, with stirring, followed by an additional 350 mL EtOH. The resulting cloud... The reactants are CC(C)CC(O)C1CCN(C(=O)OC(C)(C)C)C1, CCCCP(CCCC)CCCC, COc1ccc(O)c(C)n1, Cc1ccccc1, [Na+], O=C([O-])O. Yields the product COc1ccc(OC(CC(C)C)C2CCN(C(=O)OC(C)(C)C)C2)c(C)n1. RXN SMILES: [C:1]([CH3:2])([CH3:3])([CH3:4])[O:5][C:6](=[O:7])[N:8]1[CH2:9][CH:10]([CH:13]([CH2:14][CH:15]([CH3:16])[CH3:17])[OH:18])[CH2:11][CH2:12]1.[CH2:29]([P:30]([CH2:31][CH2:32][CH2:33][CH3:34])[CH2:35][CH2:36][CH2:37][CH3:38])[CH2:39][CH2:40][CH3:41].[CH3:19][O:20][c:21]1[cH:22][cH:23][c:24]([OH:28])[c:25]([CH3:27])[n:26]1.[CH3:47][c:48]1[cH:49][cH:50][cH:51][cH:52][cH:53]1.[Na+:46].[O-:42][C:43]([OH:44])=[O:45]>>[C:1]([CH3:2])([CH3:3])([CH3:4])[O:5][C:6](=[O:7])[N:8]1[CH2:9][CH:10]([CH:13]([CH2:14][CH:15]([CH3:16])[CH3:17])[O:18][c:24]2[cH:23][cH:22][c:21]([O:20][CH3:19])[n:26][c:25]2[CH3:27])[CH2:11][CH2:12]1. The reactants are C(C)(=O)OC1=CC(=C(C=C1)C)C(F)(F)F (4-methyl-3-(trifluoromethyl)phenyl acetate), BrN1C(CCC1=O)=O (N-bromosuccinimide), O (Water). The reagents and catalysts are C(C1=CC=CC=C1)(=O)OOC(C1=CC=CC=C1)=O (benzoyl peroxide). Solvent: FC(F)(F)C1=CC=CC=C1 ((trifluoromethyl)benzene). Conditions: temperature 80 celsius, time 8 hour. Product: C(C)(=O)OC1=CC(=C(C=C1)CBr)C(F)(F)F (4-(bromomethyl)-3-(trifluoromethyl)phenyl acetate). Yield: 68.1%. Reaction SMILES: [C:1]([O:4][C:5]1[CH:10]=[CH:9][C:8]([CH3:11])=[C:7]([C:12]([F:15])([F:14])[F:13])[CH:6]=1)(=[O:3])[CH3:2].[Br:16]N1C(=O)CCC1=O.O>FC(C1C=CC=CC=1)(F)F.C(OOC(=O)C1C=CC=CC=1)(=O)C1C=CC=CC=1>[C:1]([O:4][C:5]1[CH:10]=[CH:9][C:8]([CH2:11][Br:16])=[C:7]([C:12]([F:13])([F:14])[F:15])[CH:6]=1)(=[O:3])[CH3:2]. Procedure details: To a solution of 4-methyl-3-(trifluoromethyl)phenyl acetate (6.04 g) and 75% benzoyl peroxide (0.45 g) in (trifluoromethyl)benzene (60 mL) was added N-bromosuccinimide (5.42 g), and the mixture was stirred at 80° C. overnight. Water was added to the reaction mixture, and the mixture was extracted with ethyl acetate. The extract was washed with water and saturated brine, and dried over anhydrous magnesium sulfate, and the solvent was evaporated under reduced pressure. The residue was purified by ... Reactants: O (water), [H-].[Na+] (Sodium hydride), CC(C)S (2-propanethiol), CN(C)C=O (DMF), C(#N)C=1C=C(C=CC1F)C(=O)NNC(C1=C(C=C(C=C1)Br)C)=O (N′-(3-cyano-4-fluorophenylcarbonyl)-4-bromo-2-methylbenzhydrazide). Run at temperature 100 celsius. Yields the product C(#N)C=1C=C(C=CC1SC(C)C)NNC(C1=C(C=C(C=C1)Br)C)=O (N′-(3-Cyano-4-isopropylthiophenyl)-4-bromo-2-methylbenzhydrazide). Isolated yield 44.0%. Reaction SMILES: [H-].[Na+].[CH3:3][CH:4]([SH:6])[CH3:5].C([C:9]1[CH:10]=[C:11]([C:16]([NH:18][NH:19][C:20](=[O:29])[C:21]2[CH:26]=[CH:25][C:24]([Br:27])=[CH:23][C:22]=2[CH3:28])=O)C=[CH:13][C:14]=1F)#N.O.[CH3:31][N:32](C=O)C>>[C:31]([C:14]1[CH:13]=[C:16]([NH:18][NH:19][C:20](=[O:29])[C:21]2[CH:26]=[CH:25][C:24]([Br:27])=[CH:23][C:22]=2[CH3:28])[CH:11]=[CH:10][C:9]=1[S:6][CH:4]([CH3:5])[CH3:3])#[N:32] |f:0.1|. Procedure details: Sodium hydride (95%) (0.8 mmol, 0.025 g) was added to a solution of 2-propanethiol (0.8 mmol, 0.09 mL) in DMF (4 mL) in an oven dried high pressure tube. This reaction mixture was stirred for 10 minutes at room temperature after which N′-(3-cyano-4-fluorophenylcarbonyl)-4-bromo-2-methylbenzhydrazide (0.53 mmol, 0.2 g) was added. The reaction mixture was heated at 100° C. for 16 h, cooled to room temperature, and combined with water. The resulting precipitate was collected by filtration and washe... Reactants: O[C@@H](CNCCOC1=CC=C(C=C1)C1=CC=C(C=C1)OC)C=1C=CC(=C(C1)N(S(=O)(=O)C)COCC[Si](C)(C)C)OCOCC[Si](C)(C)C (N-[5-{(R)-1-hydroxy-2-[2-(4′-methoxybiphenyl-4-yloxy)ethylamino]ethyl}-2-(2-trimethylsilylethoxymethoxy)-phenyl]-N-(2-trimethylsilylethoxymethyl)methanesulfonamide), O (Water), solution, F[B-](F)(F)F.[Li+] (lithium tetrafluoroborate). The solvent is C(C)#N (acetonitrile), C(C)#N (acetonitrile). Conditions: temperature 80 celsius, time 3 hour. Yields the product OC1=C(C=C(C=C1)[C@H](CNCCOC1=CC=C(C=C1)C1=CC=C(C=C1)OC)O)NS(=O)(=O)C (N-(2-Hydroxy-5-{(R)-1-hydroxy-2-[2-(4′-methoxybiphenyl-4-yloxy)ethylamino]ethyl}phenyl)methanesulfonamide). RXN SMILES: [OH:1][C@H:2]([C:22]1[CH:23]=[CH:24][C:25]([O:41]COCC[Si](C)(C)C)=[C:26]([N:28](COCC[Si](C)(C)C)[S:29]([CH3:32])(=[O:31])=[O:30])[CH:27]=1)[CH2:3][NH:4][CH2:5][CH2:6][O:7][C:8]1[CH:13]=[CH:12][C:11]([C:14]2[CH:19]=[CH:18][C:17]([O:20][CH3:21])=[CH:16][CH:15]=2)=[CH:10][CH:9]=1.O.F[B-](F)(F)F.[Li+]>C(#N)C>[OH:41][C:25]1[CH:24]=[CH:23][C:22]([C@@H:2]([OH:1])[CH2:3][NH:4][CH2:5][CH2:6][O:7][C:8]2[CH:9]=[CH:10][C:11]([C:14]3[CH:19]=[CH:18][C:17]([O:20][CH3:21])=[CH:16][CH:15]=3)=[CH:12][CH:13]=2)=[CH:27][C:26]=1[NH:28][S:29]([CH3:32])(=[O:31])=[O:30] |f:2.3|. Procedure: N-[5-{(R)-1-hydroxy-2-[2-(4′-methoxybiphenyl-4-yloxy)ethylamino]ethyl}-2-(2-trimethylsilylethoxymethoxy)-phenyl]-N-(2-trimethylsilylethoxymethyl)methanesulfonamide was dissolved in acetonitrile (0.25 mL). Water (0.05 mL) and a 1 mol/L solution of lithium tetrafluoroborate in acetonitrile (0.26 mL) were added to the solution, and the mixture was stirred at 80° C. for 3 hrs. The reaction mixture was purified by reverse phase column chromatography (Shiseido Capcell Pak MG ODS, 5 μm, 120 Å, 20×50 mm...